This data is from the Open Reaction Database (ORD), a public repository of structured organic reaction records. The task is: describe an organic reaction: reactants, conditions, products, and yield The reactants are OC=1C=C(CBr)C=CC1 (3-Hydroxybenzyl bromide), C1CC=COC1 (DHP), C1(=CC=C(C=C1)S(=O)(=O)[O-])C.[NH+]1=CC=CC=C1 (pyridinium-p-toluenesulfonate). Run in C(Cl)Cl (methylene chloride). Conditions: time 5 hour. Yields the product BrCC=1C=C(OC2OCCCC2)C=CC1 (2-(3-(bromomethyl)phenoxy)tetrahydro-2H-pyran), oil. The yield is 87.0%. As a reaction SMILES: [OH:1][C:2]1[CH:3]=[C:4]([CH:7]=[CH:8][CH:9]=1)[CH2:5][Br:6].[CH2:10]1[CH2:15][O:14][CH:13]=[CH:12][CH2:11]1.C1(C)C=CC(S([O-])(=O)=O)=CC=1.[NH+]1C=CC=CC=1>C(Cl)Cl>[Br:6][CH2:5][C:4]1[CH:3]=[C:2]([CH:9]=[CH:8][CH:7]=1)[O:1][CH:13]1[CH2:12][CH2:11][CH2:10][CH2:15][O:14]1 |f:2.3|. Reported procedure: 3-Hydroxybenzyl bromide (1.00 g, 5.35 mmol), DHP (0.89 g, 10.09 mmol), pyridinium-p-toluenesulfonate (0.20 g, 0.80 mmol) were dissolved in methylene chloride (20 mL) and stirred at room temperature for 5 h. The mixture was concentrated and chromatographed without workup. The product 42 was obtained as colorless oil (1.25 g, 87% yield). The reactants are C(C)OC(COC1=C(C=C(C=C1)SCC1=CC(=CC(=C1)OCC(C)C)Br)C)=O ([4-(3-Bromo-5-isobutoxy-benzylsulfanyl)-2-methyl-phenoxy]-acetic acid ethyl ester), C(C#C)N1CCOCC1 (4-prop-2-ynyl-morpholine), C(C)OC(COC1=C(C=C(C=C1)SC1=CC(=CC(=C1)C#CC1=CC=C(C=C1)CO)OCCC1=CC=C(C=C1)Cl)C)=O ({4-[3-[2-(4-Chloro-phenyl)-ethoxy]-5-(4-hydroxymethyl-phenylethynyl)-phenylsulfanyl]-2-methyl-phenoxy}-acetic acid ethyl ester). Product: C(C)OC(COC1=C(C=C(C=C1)SCC1=CC(=CC(=C1)C#CCN1CCOCC1)OCC(C)C)C)=O ({4-[3-Isobutoxy-5-(3-morpholin-4-yl-prop-1-ynyl)-benzylsulfanyl]-2-methyl-phenoxy}-acetic Acid Ethyl Ester). Procedure: The title product was prepared from [4-(3-Bromo-5-isobutoxy-benzylsulfanyl)-2-methyl-phenoxy]-acetic acid ethyl ester (300 mg; 0.64 mmol) and 4-prop-2-ynyl-morpholine (221 mg; 2.6 mmol) applying the procedure described for {4-[3-[2-(4-Chloro-phenyl)-ethoxy]-5-(4-hydroxymethyl-phenylethynyl)-phenylsulfanyl]-2-methyl-phenoxy}-acetic acid ethyl ester. The crude product was purified by preparative HPLC (method B). Yield: 140 mg (44%). HPLC-MS: m/z: 511.9 (M)+; Rt: 2.00 min. As a reaction SMILES: [CH2:1]([O:3][C:4](=[O:28])[CH2:5][O:6][C:7]1[CH:12]=[CH:11][C:10]([S:13][CH2:14][C:15]2[CH:20]=[C:19]([O:21][CH2:22][CH:23]([CH3:25])[CH3:24])[CH:18]=[C:17](Br)[CH:16]=2)=[CH:9][C:8]=1[CH3:27])[CH3:2].[CH2:29]([N:32]1[CH2:37][CH2:36][O:35][CH2:34][CH2:33]1)[C:30]#[CH:31].C(OC(=O)COC1C=CC(SC2C=C(C#CC3C=CC(CO)=CC=3)C=C(OCCC3C=CC(Cl)=CC=3)C=2)=CC=1C)C>>[CH2:1]([O:3][C:4](=[O:28])[CH2:5][O:6][C:7]1[CH:12]=[CH:11][C:10]([S:13][CH2:14][C:15]2[CH:16]=[C:17]([C:31]#[C:30][CH2:29][N:32]3[CH2:37][CH2:36][O:35][CH2:34][CH2:33]3)[CH:18]=[C:19]([O:21][CH2:22][CH:23]([CH3:25])[CH3:24])[CH:20]=2)=[CH:9][C:8]=1[CH3:27])[CH3:2]. Starting materials: O (Water), C(C)(=O)OCC (ethyl acetate), FC=1C=C(OC2=CC=C(S2)C#N)C=CC1 (5-(3-fluorophenoxy)thiophene-2-carbonitrile), Example 22, [H-].[Al+3].[Li+].[H-].[H-].[H-] (lithium aluminum hydride). The solvent is O1CCCC1 (tetrahydrofuran). Run at time 16 hour. Product: FC=1C=C(OC2=CC=C(S2)CN)C=CC1 (C-(5-(3-Fluorophenoxy)thiophen-2-yl)methylamine). The yield is 80.7%. Reaction SMILES: [F:1][C:2]1[CH:3]=[C:4]([CH:13]=[CH:14][CH:15]=1)[O:5][C:6]1[S:10][C:9]([C:11]#[N:12])=[CH:8][CH:7]=1.[H-].[Al+3].[Li+].[H-].[H-].[H-].O.C(OCC)(=O)C>O1CCCC1>[F:1][C:2]1[CH:3]=[C:4]([CH:13]=[CH:14][CH:15]=1)[O:5][C:6]1[S:10][C:9]([CH2:11][NH2:12])=[CH:8][CH:7]=1 |f:1.2.3.4.5.6|. Procedure details: To a solution of 5-(3-fluorophenoxy)thiophene-2-carbonitrile described in Preparation Example 22 (670 mg, 3 mmol) in tetrahydrofuran (30 mL) was added lithium aluminum hydride (460 mg, 12 mmol), and the solution was stirred at room temperature for 16 hours. Water and ethyl acetate were added to the reaction solution, which was then partitioned, the organic layer was filtered with NH silica gel, the filtrate was evaporated in vacuo, and the title compound (570 mg, 2.42 mmol, 80.7%) was obtained a... Starting materials: O=C(C1=CC=2C=CC=CC2N1)N(CCCCCC)CCCCCC. The reagents and catalysts are O1B(OC(C)(C)C1(C)C)B2OC(C)(C)C(O2)(C)C, O=C(NC=1C=CC=CC1C=2C=NC(=CC2)C3=NC=CC=C3)NC4CCCCC4, C[OH2+].C[OH2+].C1CC=CCCC=C1.C1CC=CCCC=C1.[Ir].[Ir]. Run in C=1C=C(C=CC1C)C. Conditions: temperature 25 celsius, time 24 hour. Yields the product O=C(C1=CC=2C=CC=C(B3OC(C)(C)C(O3)(C)C)C2N1)N(CCCCCC)CCCCCC. The yield is 86.0%.